This data is from the Open Reaction Database (ORD), a public repository of structured organic reaction records. The task is: describe an organic reaction: reactants, conditions, products, and yield Procedure: A suspension of 1-(6-amino-9H-purin-9-yl)-3-(N-benzyloxycarbonyl-O-methyl-L-tyrosylamino)-1,3-dideoxy-β-D-ribofuranuronic acid (150 mg) prepared in Example 3 in water (200 ml) was adjusted to pH 3 with 1N hydrochloric acid. The resulting mixture was hydrogenated under medium pressure (3.0-3.5 atm.) over palladium black (30 mg) for 3 hours. The catalyst was removed by filtration and the filtrate was adjusted to pH 7 with 1N sodium hydroxide. The resulting mixture was concentrated under reduced pr... Reaction SMILES: [NH2:1][C:2]1[N:10]=[CH:9][N:8]=[C:7]2[C:3]=1[N:4]=[CH:5][N:6]2[C@@H:11]1[O:16][C@H:15]([C:17]([OH:19])=[O:18])[C@@H:14]([NH:20][C:21](=[O:43])[C@H:22]([CH2:34][C:35]2[CH:40]=[CH:39][C:38]([O:41][CH3:42])=[CH:37][CH:36]=2)[NH:23]C(OCC2C=CC=CC=2)=O)[C@H:12]1[OH:13].[ClH:44]>O.[Pd]>[OH2:13].[ClH:44].[ClH:44].[NH2:1][C:2]1[N:10]=[CH:9][N:8]=[C:7]2[C:3]=1[N:4]=[CH:5][N:6]2[C@@H:11]1[O:16][C@H:15]([C:17]([OH:19])=[O:18])[C@@H:14]([NH:20][C:21](=[O:43])[C@H:22]([CH2:34][C:35]2[CH:40]=[CH:39][C:38]([O:41][CH3:42])=[CH:37][CH:36]=2)[NH2:23])[C@H:12]1[OH:13] |f:4.5.6.7|. Reagents/catalysts: [Pd] (palladium black). Product: O.Cl.Cl.NC1=C2N=CN(C2=NC=N1)[C@H]1[C@H](O)[C@@H]([C@H](O1)C(=O)O)NC([C@@H](N)CC1=CC=C(C=C1)OC)=O (1-(6-amino-9H-purin-9-yl)-1,3-dideoxy-3-(O-methyl-L-tyrosylamino)-β-D-ribofuranuronic acid dihydrochloride monohydrate). Starting materials: NC1=C2N=CN(C2=NC=N1)[C@H]1[C@H](O)[C@@H]([C@H](O1)C(=O)O)NC([C@@H](NC(=O)OCC1=CC=CC=C1)CC1=CC=C(C=C1)OC)=O (1-(6-amino-9H-purin-9-yl)-3-(N-benzyloxycarbonyl-O-methyl-L-tyrosylamino)-1,3-dideoxy-β-D-ribofuranuronic acid), Cl (hydrochloric acid). The solvent is O (water). The reactants are N1=C(C=CC2=CC=CC=C12)COC1=CC=C(C(=O)O)C=C1 (4-(quinolin-2-ylmethoxy)benzoic acid), C(C(=O)Cl)(=O)Cl (oxalyl chloride). The reagents and catalysts are CN(C=O)C (dimethylformamide). The solvent is C(Cl)Cl (methylene chloride). Product: N1=C(C=CC2=CC=CC=C12)COC1=CC=C(C(=O)Cl)C=C1 (4-(quinolin-2-ylmethoxy)benzoyl chloride). As a reaction SMILES: [N:1]1[C:10]2[C:5](=[CH:6][CH:7]=[CH:8][CH:9]=2)[CH:4]=[CH:3][C:2]=1[CH2:11][O:12][C:13]1[CH:21]=[CH:20][C:16]([C:17](O)=[O:18])=[CH:15][CH:14]=1.C(Cl)(=O)C([Cl:25])=O>CN(C)C=O.C(Cl)Cl>[N:1]1[C:10]2[C:5](=[CH:6][CH:7]=[CH:8][CH:9]=2)[CH:4]=[CH:3][C:2]=1[CH2:11][O:12][C:13]1[CH:21]=[CH:20][C:16]([C:17]([Cl:25])=[O:18])=[CH:15][CH:14]=1. Procedure details: 1.28 g of 4-(quinolin-2-ylmethoxy)benzoic acid, in 4.6 ml of oxalyl chloride and 3 drops of dimethylformamide are combined in 50 ml of methylene chloride. The mixture is refluxed for 30 minutes and then concentrated in vacuo to give 4-(quinolin-2-ylmethoxy)benzoyl chloride.